From a dataset of the Open Reaction Database (ORD), a public repository of structured organic reaction records. describe an organic reaction: reactants, conditions, products, and yield Starting materials: C(C)(=O)OCC (ethyl acetate), ClCC=1N=C(SC1)C(C)C (4-chloromethyl-2-isopropyl-1,3-thiazole), P(OCC)(OCC)OCC (triethyl phosphite). Solvent: C(C)(=O)OCC.C(C)O (ethyl acetate ethanol). Conditions: temperature 160 celsius, time 16 hour. Product: C(C)(C)C=1SC=C(N1)CP(OCC)(OCC)=O (diethyl [(2-isopropyl-1,3-thiazol-4-yl)methyl]phosphonate). The yield is 82.7%. RXN SMILES: Cl[CH2:2][C:3]1[N:4]=[C:5]([CH:8]([CH3:10])[CH3:9])[S:6][CH:7]=1.[P:11]([O:18]CC)([O:15][CH2:16][CH3:17])[O:12][CH2:13][CH3:14].C(OCC)(=O)C>C(OCC)(=O)C.C(O)C>[CH:8]([C:5]1[S:6][CH:7]=[C:3]([CH2:2][P:11](=[O:18])([O:15][CH2:16][CH3:17])[O:12][CH2:13][CH3:14])[N:4]=1)([CH3:10])[CH3:9] |f:3.4|. Reported procedure: A mixture of 4-chloromethyl-2-isopropyl-1,3-thiazole (1.90 g) and triethyl phosphite (3.49 g) was stirred at 160° C. for 16 hrs. Excess triethyl phosphite was evaporated under reduced pressure. The residue was subjected to silica gel column chromatography and eluted with ethyl acetate-hexane (1:1, v/v), ethyl acetate, then ethyl acetate-ethanol (10:1, v/v) to give diethyl [(2-isopropyl-1,3-thiazol-4-yl)methyl]phosphonate as a pale-yellow oil (2.48 g, yield 83%).